This data is from the Open Reaction Database (ORD), a public repository of structured organic reaction records. The task is: describe an organic reaction: reactants, conditions, products, and yield Reactants: CC#N, CCOC(=O)COC(C)(c1cccc(Cl)c1)C1CCCN(C(=O)OC(C)(C)C)C1. Yields the product CCOC(=O)COC(C)(c1cccc(Cl)c1)C1CCCNC1. As a reaction SMILES: [CH3:30][C:31]#[N:32].[Cl:1][c:2]1[cH:3][c:4]([C:8]([CH3:9])([O:10][CH2:11][C:12](=[O:13])[O:14][CH2:15][CH3:16])[CH:17]2[CH2:18][N:19]([C:23]([O:24][C:25]([CH3:26])([CH3:27])[CH3:28])=[O:29])[CH2:20][CH2:21][CH2:22]2)[cH:5][cH:6][cH:7]1>>[Cl:1][c:2]1[cH:3][c:4]([C:8]([CH3:9])([O:10][CH2:11][C:12](=[O:13])[O:14][CH2:15][CH3:16])[CH:17]2[CH2:18][NH:19][CH2:20][CH2:21][CH2:22]2)[cH:5][cH:6][cH:7]1. The reactants are COC=1C=C(CN2C(C(CC2)(CCCS(=O)(=O)C)CC2=CC=C(C=C2)F)=O)C=C(C1OC)OC (1-(3,4,5-trimethoxybenzyl)-3-(4-fluorophenylmethyl)-3-(3-methanesulfonylpropyl)-2-oxopyrrolidine), N1C(=NC2=C1C=CC=C2)NC2CCNCC2 ((1H-benzimidazol-2-yl)(piperidin-4-yl)amine). Product: COC=1C=C(CN2C(C(CC2)(CC2=CC=C(C=C2)F)CCCN2CCC(CC2)NC2=NC3=C(N2)C=CC=C3)=O)C=C(C1OC)OC (1-(3,4,5-trimethoxybenzyl)-3-(3-(4-(1H-benzimidazol-2-yl-amino)-piperidin-1-yl)propyl)-3-(4-fluorophenylmethyl)-2-oxopyrrolidine). As a reaction SMILES: [CH3:1][O:2][C:3]1[CH:4]=[C:5]([CH:28]=[C:29]([O:33][CH3:34])[C:30]=1[O:31][CH3:32])[CH2:6][N:7]1[CH2:11][CH2:10][C:9]([CH2:19][C:20]2[CH:25]=[CH:24][C:23]([F:26])=[CH:22][CH:21]=2)([CH2:12][CH2:13][CH2:14]S(C)(=O)=O)[C:8]1=[O:27].[NH:35]1[C:39]2[CH:40]=[CH:41][CH:42]=[CH:43][C:38]=2[N:37]=[C:36]1[NH:44][CH:45]1[CH2:50][CH2:49][NH:48][CH2:47][CH2:46]1>>[CH3:1][O:2][C:3]1[CH:4]=[C:5]([CH:28]=[C:29]([O:33][CH3:34])[C:30]=1[O:31][CH3:32])[CH2:6][N:7]1[CH2:11][CH2:10][C:9]([CH2:12][CH2:13][CH2:14][N:48]2[CH2:47][CH2:46][CH:45]([NH:44][C:36]3[NH:35][C:39]4[CH:40]=[CH:41][CH:42]=[CH:43][C:38]=4[N:37]=3)[CH2:50][CH2:49]2)([CH2:19][C:20]2[CH:25]=[CH:24][C:23]([F:26])=[CH:22][CH:21]=2)[C:8]1=[O:27]. Reported procedure: Prepare by the method of Example 6.6 using 1-(3,4,5-trimethoxybenzyl)-3-(4-fluorophenylmethyl)-3-(3-methanesulfonylpropyl)-2-oxopyrrolidine (0.32 g, 0.63 mmol) and (1H-benzimidazol-2-yl)(piperidin-4-yl)amine (0.30 g, 0.63 mmol). Purify by chromatography on silica gel eluting with 2% triethylamine/30% ethyl acetate/methanol to give the title compound: Rf=0.55 (silica gel, 2% triethylamine/methanol). Reactants: CCOC(=O)/N=N/C(=O)OCC (DEAD), C12C(C3CC(CC(C1)C3)C2)NC(C2=CC=C(C=C2)O)=O (N-adamantan-2-yl-4-hydroxy-benzamide), C1(=CC=CC=C1)P(C1=CC=CC=C1)C1=CC=CC=C1 (triphenyl phosphine), C(C)(C)(C)[Si](OC1CCC(CC1)O)(C1=CC=CC=C1)C1=CC=CC=C1 (4-(t-butyl-diphenyl-silanyloxy)-cyclohexanol). Run in C1CCOC1 (THF), CN(C)C=O (DMF). Run at temperature 0 celsius, time 16 hour. Yields the product C12C(C3CC(CC(C1)C3)C2)NC(C2=CC=C(C=C2)OC2CCC(CC2)O[Si](C2=CC=CC=C2)(C2=CC=CC=C2)C(C)(C)C)=O (N-adamantan-2-yl-4-[4-(t-butyl-diphenyl-silanyloxy)-cyclohexyloxy]-benzamide). Yield: 52.8%. RXN SMILES: [CH:1]12[CH2:10][CH:5]3[CH2:6][CH:7]([CH2:9][CH:3]([CH2:4]3)[CH:2]1[NH:11][C:12](=[O:20])[C:13]1[CH:18]=[CH:17][C:16]([OH:19])=[CH:15][CH:14]=1)[CH2:8]2.C1(P(C2C=CC=CC=2)C2C=CC=CC=2)C=CC=CC=1.[C:40]([Si:44]([C:59]1[CH:64]=[CH:63][CH:62]=[CH:61][CH:60]=1)([C:53]1[CH:58]=[CH:57][CH:56]=[CH:55][CH:54]=1)[O:45][CH:46]1[CH2:51][CH2:50][CH:49](O)[CH2:48][CH2:47]1)([CH3:43])([CH3:42])[CH3:41].CCOC(/N=N/C(OCC)=O)=O>C1COCC1.CN(C=O)C>[CH:1]12[CH2:10][CH:5]3[CH2:6][CH:7]([CH2:9][CH:3]([CH2:4]3)[CH:2]1[NH:11][C:12](=[O:20])[C:13]1[CH:14]=[CH:15][C:16]([O:19][CH:49]3[CH2:48][CH2:47][CH:46]([O:45][Si:44]([C:40]([CH3:43])([CH3:42])[CH3:41])([C:59]4[CH:64]=[CH:63][CH:62]=[CH:61][CH:60]=4)[C:53]4[CH:54]=[CH:55][CH:56]=[CH:57][CH:58]=4)[CH2:51][CH2:50]3)=[CH:17][CH:18]=1)[CH2:8]2. Procedure details: To a stirred solution of N-adamantan-2-yl-4-hydroxy-benzamide (4 g, 14.74 mmol) in dry THF (100 mL) and DMF (75 mL) was added triphenyl phosphine (5.8 g, 22.11 mmol) and 4-(t-butyl-diphenyl-silanyloxy)-cyclohexanol (6.27 g, 17.69 mmol). The reaction mixture was cooled to 0° C. and DEAD (3.48 mL, 22.11 mmol) was added dropwise from an addition funnel over a period of 30 min. The reaction was gradually brought to room temperature and stirring continued for 16 hrs. The solvent was removed under vac... Reaction SMILES: [CH2:1]([CH3:2])[c:3]1[c:4]([CH2:15][CH:16]=[C:17]2[CH:18]([CH2:22][C:23](=[O:24])[O:25][CH2:26][CH3:27])[CH2:19][CH2:20][CH2:21]2)[c:5]([OH:14])[c:6]2[c:10]([c:11]1[CH3:12])[CH2:9][O:8][C:7]2=[O:13].[CH3:30][OH:31].[Li+:28].[OH-:29].[OH2:32]>>[CH2:1]([CH3:2])[c:3]1[c:4]([CH2:15][CH:16]=[C:17]2[CH:18]([CH2:22][C:23](=[O:24])[OH:25])[CH2:19][CH2:20][CH2:21]2)[c:5]([OH:14])[c:6]2[c:10]([c:11]1[CH3:12])[CH2:9][O:8][C:7]2=[O:13]. The reactants are CCOC(=O)CC1CCCC1=CCc1c(O)c2c(c(C)c1CC)COC2=O, CO, [Li+], [OH-], O. Product: CCc1c(C)c2c(c(O)c1CC=C1CCCC1CC(=O)O)C(=O)OC2. Reactants: C(CCC)[Li] (n-butyllithium), BrC=1C=C(C=C(C1)Br)C1(C2=CC=CC=C2C=2C=CC=CC12)C1=CC(=CC(=C1)Br)Br (9,9-bis-(3,5-dibromophenyl)fluorene), BrC1=C(C=CC=C1)C=1C=CC=2N(C3=CC=CC=C3C2C1)C1=CC=CC=C1 (3-(2-bromophenyl)-N-phenylcarbazole). Solvent: C1CCOC1 (THF), C1CCOC1 (THF). Conditions: temperature -78 celsius, time 30 minute. Yields the product BrC=1C=C(C=C(C1)Br)C1(C2=CC=CC=C2C=2C1=CC=1N(C3=CC=CC=C3C1C2)C2=CC=CC=C2)C2=CC(=CC(=C2)Br)Br (12,12-Bis(3,5-dibromophenyl)-10-phenyl-10,12-dihydro-10-aza-indeno[2,1-b]fluorene). Reaction SMILES: C([Li])CCC.BrC1C=CC=CC=1[C:13]1[CH:14]=[CH:15][C:16]2[N:17](C3C=CC=CC=3)[C:18]3[C:23]([C:24]=2[CH:25]=1)=[CH:22][CH:21]=[CH:20][CH:19]=3.[Br:32][C:33]1[CH:34]=[C:35]([C:40]2([C:53]3[CH:58]=[C:57]([Br:59])[CH:56]=[C:55]([Br:60])[CH:54]=3)[C:52]3[CH:51]=[CH:50][CH:49]=[CH:48][C:47]=3[C:46]3[C:41]2=[CH:42][CH:43]=[CH:44][CH:45]=3)[CH:36]=[C:37]([Br:39])[CH:38]=1>C1COCC1>[Br:32][C:33]1[CH:34]=[C:35]([C:40]2([C:53]3[CH:58]=[C:57]([Br:59])[CH:56]=[C:55]([Br:60])[CH:54]=3)[C:52]3=[CH:51][C:50]4[N:17]([C:18]5[CH:23]=[CH:22][CH:21]=[CH:20][CH:19]=5)[C:16]5[C:15]([C:49]=4[CH:48]=[C:47]3[C:46]3[C:41]2=[CH:42][CH:43]=[CH:44][CH:45]=3)=[CH:14][CH:13]=[CH:25][CH:24]=5)[CH:36]=[C:37]([Br:39])[CH:38]=1. Procedure: 24.0 ml (60 mmol) of n-butyllithium (2.5 N in hexane) are added dropwise to a solution, cooled to −78° C., of 23.9 g (60 mmol) of 3-(2-bromophenyl)-N-phenylcarbazole in 500 ml of THF, the mixture is subsequently stirred at −78° C. for a further 30 min., and a solution of 38.0 g (60 mmol) of 9,9-bis-(3,5-dibromophenyl)fluorene in 100 ml of THF is then added dropwise. When the addition is complete, the mixture is allowed to warm to room temperature, the THF is removed in vacuo, the residue is take... The reactants are C(C1=CC=CC=C1)N1C(=NC=C1)CC=CC1=CC(=C(C(=O)OC)C=C1)C1=CC=C(C=C1)F (methyl 4-[3-(1-benzylimidazol-2-yl)prop-1-en-1-yl]-2-(4-fluorophenyl)benzoate), [OH-].[Na+] (sodium hydroxide), O (water). The solvent is CO (methanol). Procedure: A solution of methyl 4-[3-(1-benzylimidazol-2-yl)prop-1-en-1-yl]-2-(4-fluorophenyl)benzoate (3 g; 7 mmol), sodium hydroxide (0.8 g; 20 mmol) and distilled water (5 ml) in methanol (50 ml) was refluxed for 4 hours. After evaporation to dryness and acidification to pH 6 with 6N HCl, the resulting solid was triturated with water and ether to give 4-[3-(1-benzylimidazol-2-yl)prop-1-en-1-yl]-2-(4-fluorophenyl)benzoic acid as a mixture of E and Z isomers. As a reaction SMILES: [CH2:1]([N:8]1[CH:12]=[CH:11][N:10]=[C:9]1[CH2:13][CH:14]=[CH:15][C:16]1[CH:25]=[CH:24][C:19]([C:20]([O:22]C)=[O:21])=[C:18]([C:26]2[CH:31]=[CH:30][C:29]([F:32])=[CH:28][CH:27]=2)[CH:17]=1)[C:2]1[CH:7]=[CH:6][CH:5]=[CH:4][CH:3]=1.[OH-].[Na+].O>CO>[CH2:1]([N:8]1[CH:12]=[CH:11][N:10]=[C:9]1[CH2:13][CH:14]=[CH:15][C:16]1[CH:25]=[CH:24][C:19]([C:20]([OH:22])=[O:21])=[C:18]([C:26]2[CH:27]=[CH:28][C:29]([F:32])=[CH:30][CH:31]=2)[CH:17]=1)[C:2]1[CH:3]=[CH:4][CH:5]=[CH:6][CH:7]=1 |f:1.2|. Yields the product C(C1=CC=CC=C1)N1C(=NC=C1)CC=CC1=CC(=C(C(=O)O)C=C1)C1=CC=C(C=C1)F (4-[3-(1-benzylimidazol-2-yl)prop-1-en-1-yl]-2-(4-fluorophenyl)benzoic acid).